Dataset: the Open Reaction Database (ORD), a public repository of structured organic reaction records. Task: describe an organic reaction: reactants, conditions, products, and yield Starting materials: ClC1=C2C(=NC=N1)N(N=C2)C2OCCC2 (4-chloro-1-(tetrahydrofuran-2-yl)-1H-pyrazolo[3,4-d]pyrimidine), CC1=C(CNC2CCCC2)C=C(C=C1)C (N-(2,5-dimethylbenzyl)-cyclopentylamine). The solvent is C(CCC)O (n-butanol). The product is CC1=C(CN(C2=C3C(=NC=N2)N(N=C3)C3OCCC3)C3CCCC3)C=C(C=C1)C (4-[N-(2,5-Dimethylbenzyl)-cyclopentylamino]-1-(tetrahydrofuran-2-yl)-1H-pyrazolo[3,4-d]pyrimidine). As a reaction SMILES: Cl[C:2]1[N:7]=[CH:6][N:5]=[C:4]2[N:8]([CH:11]3[CH2:15][CH2:14][CH2:13][O:12]3)[N:9]=[CH:10][C:3]=12.[CH3:16][C:17]1[CH:29]=[CH:28][C:27]([CH3:30])=[CH:26][C:18]=1[CH2:19][NH:20][CH:21]1[CH2:25][CH2:24][CH2:23][CH2:22]1>C(O)CCC>[CH3:16][C:17]1[CH:29]=[CH:28][C:27]([CH3:30])=[CH:26][C:18]=1[CH2:19][N:20]([CH:21]1[CH2:25][CH2:24][CH2:23][CH2:22]1)[C:2]1[N:7]=[CH:6][N:5]=[C:4]2[N:8]([CH:11]3[CH2:15][CH2:14][CH2:13][O:12]3)[N:9]=[CH:10][C:3]=12. Procedure: A mixture of 7.8 g. (35 mmole) 4-chloro-1-(tetrahydrofuran-2-yl)-1H-pyrazolo[3,4-d]pyrimidine, 20.3 g. (100 mmole) N-(2,5-dimethylbenzyl)-cyclopentylamine and 100 ml. n-butanol is heated under reflux for 16 hours. The reaction mixture is evaporated, the residue is taken up in water and extracted with dichloromethane and the extract is washed with dilute acetic acid and dilute aqueous sodium hydrogen carbonate solution, dried, evaporated and chromatographed on silica gel. 5.0 g. (37% of theory) o... The reactants are BrC1=CC=C(C=N1)C1(CC1)NC(=O)C=1C2=C(C=NC1)N(N=C2)C2=CC=C(C=C2)F (1-(4-fluoro-phenyl)-1H-pyrazolo[3,4-c]pyridine-4-carboxylic acid [1-(6-bromo-pyridin-3-yl)-cyclopropyl]-amide), COC(CCS(=O)[O-])=O.[Na+] (sodium 3-methoxy-3-oxopropane-1-sulfinate). The reagents and catalysts are [Cu]I (copper (I) iodide). Solvent: CS(=O)C (DMSO). Reaction conditions: temperature 110 celsius. Yields the product COC(CCS(=O)(=O)C1=NC=C(C=C1)C1(CC1)NC(=O)C=1C2=C(C=NC1)N(N=C2)C2=CC=C(C=C2)F)=O (3-[5-(1-{[1-(4-fluoro-phenyl)-1H-pyrazolo[3,4-c]pyridine-4-carbonyl]-amino}-cyclopropyl)-pyridine-2-sulfonyl]-propionic acid methyl ester). As a reaction SMILES: Br[C:2]1[N:7]=[CH:6][C:5]([C:8]2([NH:11][C:12]([C:14]3[C:15]4[CH:22]=[N:21][N:20]([C:23]5[CH:28]=[CH:27][C:26]([F:29])=[CH:25][CH:24]=5)[C:16]=4[CH:17]=[N:18][CH:19]=3)=[O:13])[CH2:10][CH2:9]2)=[CH:4][CH:3]=1.[CH3:30][O:31][C:32](=[O:38])[CH2:33][CH2:34][S:35]([O-:37])=[O:36].[Na+]>CS(C)=O.[Cu]I>[CH3:30][O:31][C:32](=[O:38])[CH2:33][CH2:34][S:35]([C:2]1[CH:3]=[CH:4][C:5]([C:8]2([NH:11][C:12]([C:14]3[C:15]4[CH:22]=[N:21][N:20]([C:23]5[CH:28]=[CH:27][C:26]([F:29])=[CH:25][CH:24]=5)[C:16]=4[CH:17]=[N:18][CH:19]=3)=[O:13])[CH2:10][CH2:9]2)=[CH:6][N:7]=1)(=[O:37])=[O:36] |f:1.2|. Procedure: A solution of 1-(4-fluoro-phenyl)-1H-pyrazolo[3,4-c]pyridine-4-carboxylic acid [1-(6-bromo-pyridin-3-yl)-cyclopropyl]-amide (0.250 g, 0.553 mmol), sodium 3-methoxy-3-oxopropane-1-sulfinate (289 mg, 1.66 mmol) and copper (I) iodide (316 mg, 1.66 mmol) in DMSO (2 mL) is placed in a microwave tube and evacuated and purged with argon three times. The reaction mixture is heated in a microwave at 110° C. for 2 hours, diluted with ethyl acetate (200 mL), washed with saturated aqueous ammonium chloride ...